This data is from the Open Reaction Database (ORD), a public repository of structured organic reaction records. The task is: describe an organic reaction: reactants, conditions, products, and yield The reactants are O=C(c1ncc[nH]1)c1ncc[nH]1, C1CCC2=NCCCN2CC1, C1CCOC1, CC1(S(N)(=O)=O)CC1, COc1ccc2c(OC3CC4C(=O)NC5(C(=O)O)CC5C=CCCCCN(C)C(=O)C4C3)cc(-c3nc(C(C)C)cs3)nc2c1C. Yields the product COc1ccc2c(OC3CC4C(=O)NC5(C(=O)NS(=O)(=O)C6(C)CC6)CC5C=CCCCCN(C)C(=O)C4C3)cc(-c3nc(C(C)C)cs3)nc2c1C. As a reaction SMILES: [C:47]([c:48]1[nH:49][cH:50][cH:51][n:52]1)([c:53]1[nH:54][cH:55][cH:56][n:57]1)=[O:58].[CH2:67]1[CH2:68][CH2:69][C:70]2=[N:75][CH2:74][CH2:73][CH2:72][N:71]2[CH2:76][CH2:77]1.[CH2:78]1[O:79][CH2:80][CH2:81][CH2:82]1.[CH3:59][C:60]1([S:63](=[O:64])(=[O:65])[NH2:66])[CH2:61][CH2:62]1.[CH:1]([CH3:2])([CH3:3])[c:4]1[n:5][c:6](-[c:9]2[n:10][c:11]3[c:12]([CH3:46])[c:13]([O:44][CH3:45])[cH:14][cH:15][c:16]3[c:17]([O:19][CH:20]3[CH2:21][CH:22]4[C:23](=[O:43])[N:24]([CH3:42])[CH2:25][CH2:26][CH2:27][CH2:28][CH:29]=[CH:30][CH:31]5[CH2:32][C:33]5([C:39](=[O:40])[OH:41])[NH:34][C:35](=[O:38])[CH:36]4[CH2:37]3)[cH:18]2)[s:7][cH:8]1>>[CH:1]([CH3:2])([CH3:3])[c:4]1[n:5][c:6](-[c:9]2[n:10][c:11]3[c:12]([CH3:46])[c:13]([O:44][CH3:45])[cH:14][cH:15][c:16]3[c:17]([O:19][CH:20]3[CH2:21][CH:22]4[C:23](=[O:43])[N:24]([CH3:42])[CH2:25][CH2:26][CH2:27][CH2:28][CH:29]=[CH:30][CH:31]5[CH2:32][C:33]5([C:39](=[O:40])[NH:66][S:63]([C:60]5([CH3:59])[CH2:61][CH2:62]5)(=[O:64])=[O:65])[NH:34][C:35](=[O:38])[CH:36]4[CH2:37]3)[cH:18]2)[s:7][cH:8]1. The reactants are BrCC1=C(C=C(C(=C1)F)F)C=1C=CC(=NC1)C(=O)NCCC(=O)OCC (Ethyl 3-(5-(2-(bromomethyl)-4,5-difluorophenyl)picolinamido)propanoate), ClC=1C=C(N)C=CC1I (3-chloro-4-iodoaniline), C(=O)([O-])[O-].[K+].[K+] (K2CO3). Run in CN(C)C=O (DMF). Product: ClC=1C=C(C=CC1I)NCC1=C(C=C(C(=C1)F)F)C=1C=CC(=NC1)C(=O)NCCC(=O)OCC (ethyl 3-(5-(2-(((3-chloro-4-iodophenyl)amino)methyl)-4,5-difluorophenyl)picolinamido)propanoate). As a reaction SMILES: Br[CH2:2][C:3]1[CH:8]=[C:7]([F:9])[C:6]([F:10])=[CH:5][C:4]=1[C:11]1[CH:12]=[CH:13][C:14]([C:17]([NH:19][CH2:20][CH2:21][C:22]([O:24][CH2:25][CH3:26])=[O:23])=[O:18])=[N:15][CH:16]=1.[Cl:27][C:28]1[CH:29]=[C:30]([CH:32]=[CH:33][C:34]=1[I:35])[NH2:31].C([O-])([O-])=O.[K+].[K+]>CN(C=O)C>[Cl:27][C:28]1[CH:29]=[C:30]([NH:31][CH2:2][C:3]2[CH:8]=[C:7]([F:9])[C:6]([F:10])=[CH:5][C:4]=2[C:11]2[CH:12]=[CH:13][C:14]([C:17]([NH:19][CH2:20][CH2:21][C:22]([O:24][CH2:25][CH3:26])=[O:23])=[O:18])=[N:15][CH:16]=2)[CH:32]=[CH:33][C:34]=1[I:35] |f:2.3.4|. Procedure: Ethyl 3-(5-(2-(bromomethyl)-4,5-difluorophenyl)picolinamido)propanoate (1.0 g, 2.3 mmol), 3-chloro-4-iodoaniline (1.2 g, 4.7 mmol), and K2CO3 (647 mg, 4.7 mmol) were diluted with DMF (2.4 mL) and the resulting mixture was stirred at room temperature. After 2 h the resulting mixture directly purified via column chromatography to yield the title compound. Starting materials: COC(=O)C1(N(CC1)C(=O)C=1C2=C(SC1)C=CC=C2)CC=C (2-allyl-1-(benzo[b]thiophene-3-carbonyl)-azetidine-2-carboxylic acid methyl ester), 197. Reagents/catalysts: [Pd] (Pd/C). The solvent is CO (MeOH). Conditions: temperature 20 celsius, time 15 hour. Yields the product COC(=O)C1(N(CC1)C(=O)C=1C2=C(SC1)C=CC=C2)CCC (1-(benzo[b]thiophene-3-carbonyl)-2-propyl-azetidine-2-carboxylic acid methyl ester). As a reaction SMILES: [CH3:1][O:2][C:3]([C:5]1([CH2:20][CH:21]=[CH2:22])[CH2:8][CH2:7][N:6]1[C:9]([C:11]1[C:12]2[CH:19]=[CH:18][CH:17]=[CH:16][C:13]=2[S:14][CH:15]=1)=[O:10])=[O:4]>CO.[Pd]>[CH3:1][O:2][C:3]([C:5]1([CH2:20][CH2:21][CH3:22])[CH2:8][CH2:7][N:6]1[C:9]([C:11]1[C:12]2[CH:19]=[CH:18][CH:17]=[CH:16][C:13]=2[S:14][CH:15]=1)=[O:10])=[O:4]. Reported procedure: To a solution of 2-allyl-1-(benzo[b]thiophene-3-carbonyl)-azetidine-2-carboxylic acid methyl ester Intermediate 197 (1 eq.) in MeOH was added Pd/C (0.2 eq.), the flask was evacuated and backfilled with H2. The reaction was stirred for 15 h at 20° C. under atmospheric pressure. The crude was filtered through a pad of celite and washed with EtOH and EtOAc. The filtrate was concentrated under reduced pressure to afford 1-(benzo[b]thiophene-3-carbonyl)-2-propyl-azetidine-2-carboxylic acid methyl est... Reactants: C(C)(C)(C)OC(=O)N([C@H](C)C1=CC=CC2=CC=CC=C12)C[C@H]1CN(C[C@@H]1C1=CC=CC=C1)C(=O)OC1=C(C(=O)O)C=CC=C1 (2-({[(3R,4S)-3-({(tert-butoxycarbonyl)[(1R)-1-(1-naphthyl)ethyl]amino}methyl)-4-phenylpyrrolidin 1-yl]carbonyl}oxy)benzoic acid), Cl.O1CCOCC1 (hydrogen chloride 1,4-dioxane). Run in O1CCOCC1 (1,4-dioxane). Conditions: time 8 hour. Yields the product C1(=CC=CC2=CC=CC=C12)[C@@H](C)NC[C@H]1CN(C[C@@H]1C1=CC=CC=C1)C(=O)OC1=C(C(=O)O)C=CC=C1 (2-({[(3S,4S)-3-({[(1R)-1-(1-naphthyl)ethyl]amino}methyl)-4-phenylpyrrolidin-1-yl]carbonyl}oxy)benzoic acid). The yield is 32.3%. As a reaction SMILES: C(OC([N:8]([CH2:21][C@@H:22]1[C@@H:26]([C:27]2[CH:32]=[CH:31][CH:30]=[CH:29][CH:28]=2)[CH2:25][N:24]([C:33]([O:35][C:36]2[CH:44]=[CH:43][CH:42]=[CH:41][C:37]=2[C:38]([OH:40])=[O:39])=[O:34])[CH2:23]1)[C@@H:9]([C:11]1[C:20]2[C:15](=[CH:16][CH:17]=[CH:18][CH:19]=2)[CH:14]=[CH:13][CH:12]=1)[CH3:10])=O)(C)(C)C.Cl.O1CCOCC1>O1CCOCC1>[C:11]1([C@H:9]([NH:8][CH2:21][C@@H:22]2[C@@H:26]([C:27]3[CH:32]=[CH:31][CH:30]=[CH:29][CH:28]=3)[CH2:25][N:24]([C:33]([O:35][C:36]3[CH:44]=[CH:43][CH:42]=[CH:41][C:37]=3[C:38]([OH:40])=[O:39])=[O:34])[CH2:23]2)[CH3:10])[C:20]2[C:15](=[CH:16][CH:17]=[CH:18][CH:19]=2)[CH:14]=[CH:13][CH:12]=1 |f:1.2|. Procedure details: A 2.0 ml 1,4-dioxane solution of 145 mg of 2-({[(3R,4S)-3-({(tert-butoxycarbonyl)[(1R)-1-(1-naphthyl)ethyl]amino}methyl)-4-phenylpyrrolidin 1-yl]carbonyl}oxy)benzoic acid was mixed with 1.0 ml of 4 M hydrogen chloride/1,4-dioxane at room temperature and stirred overnight at room temperature. The reaction solution was concentrated under a reduced pressure, and the thus obtained residue was purified by a silica gel column chromatography (chloroform-methanol) to obtain 39 mg of 2-({[(3S,4S)-3-({[(1... The reactants are ClC1=NC(=C2N=CN(C2=N1)C1C(C(C(C1)N1N=NC(=C1)CC)O)O)NCC(C1=CC=CC=C1)C1=CC=CC=C1 (3-[2-chloro-6-(2,2-diphenyl-ethylamino)-purin-9-yl]-5-(4-ethyl-[1,2,3]triazol-1-yl)-cyclopentane-1,2-diol), FC(C(=O)O)(F)F.C1(=CC=CC=C1)C(CNC1=C2N=CN(C2=NC(=N1)NCCN1CCCCC1)[C@H]1[C@@H]([C@@H]([C@H](C1)N1N=CC(=C1)CO)O)O)C1=CC=CC=C1 ((1R,2S,3R,5S)-3-[6-(2,2-diphenyl-ethylamino)-2-(2-piperidin-1-yl-ethylamino)-purin-9-yl]-5-(4-hydroxymethyl-pyrazol-1-yl)-cyclopentane-1,2-diol trifluoroacetate), C1(CCC(CC1)N)N (cyclohexane-1,4-diamine). The product is FC(C(=O)O)(F)F.NC1CCC(CC1)NC1=NC(=C2N=CN(C2=N1)[C@H]1[C@@H]([C@@H]([C@H](C1)N1N=CC(=N1)CC)O)O)NCC(C1=CC=CC=C1)C1=CC=CC=C1 ((1R,2S,3R,5S)-3-[2-(4-Amino-cyclohexylamino)-6-(2,2-diphenyl-ethylamino)-purin-9-yl]-5-(4-ethyl-[1,2,3]triazol-2-yl)-cyclopentane-1,2-diol trifluoroacetate). As a reaction SMILES: ClC1N=C2C(N=C[N:8]2[CH:11]2[CH2:15]C(N3C=C(CC)N=N3)[CH:13](O)[CH:12]2O)=C(NCC(C2C=CC=CC=2)C2C=CC=CC=2)N=1.[F:40][C:41]([F:46])([F:45])[C:42]([OH:44])=[O:43].[C:47]1([CH:53]([C:88]2[CH:93]=[CH:92][CH:91]=[CH:90][CH:89]=2)[CH2:54][NH:55][C:56]2[N:64]=[C:63]([NH:65][CH2:66][CH2:67]N3CCCCC3)[N:62]=[C:61]3[C:57]=2[N:58]=[CH:59][N:60]3[C@@H:74]2[CH2:78][C@H:77]([N:79]3C=[C:82]([CH2:84]O)[CH:81]=[N:80]3)[C@@H:76]([OH:86])[C@H:75]2[OH:87])[CH:52]=[CH:51][CH:50]=[CH:49][CH:48]=1.C1(N)CC[CH:97]([NH2:100])CC1>>[F:40][C:41]([F:46])([F:45])[C:42]([OH:44])=[O:43].[NH2:8][CH:11]1[CH2:15][CH2:67][CH:66]([NH:65][C:63]2[N:62]=[C:61]3[C:57]([N:58]=[CH:59][N:60]3[C@@H:74]3[CH2:78][C@H:77]([N:79]4[N:80]=[C:81]([CH2:82][CH3:84])[CH:97]=[N:100]4)[C@@H:76]([OH:86])[C@H:75]3[OH:87])=[C:56]([NH:55][CH2:54][CH:53]([C:47]3[CH:48]=[CH:49][CH:50]=[CH:51][CH:52]=3)[C:88]3[CH:93]=[CH:92][CH:91]=[CH:90][CH:89]=3)[N:64]=2)[CH2:13][CH2:12]1 |f:1.2,4.5|. Procedure details: This compound is prepared from 3-[2-chloro-6-(2,2-diphenyl-ethylamino)-purin-9-yl]-5-(4-ethyl-[1,2,3]triazol-1-yl)-cyclopentane-1,2-diol (Intermediate BA9) using a procedure analogous to that of (1R,2S,3R,5S)-3-[6-(2,2-diphenyl-ethylamino)-2-(2-piperidin-1-yl-ethylamino)-purin-9-yl]-5-(4-hydroxymethyl-pyrazol-1-yl)-cyclopentane-1,2-diol trifluoroacetate (Example 461 by replacing 1-(2-amino-ethyl)piperidine with cyclohexane-1,4-diamine. MS (ES+) m/e 623.43 (MH+). Reactants: C(C1=CC=CC=C1)OC=1C(N(C=C(C1)C1=NC=CC(=N1)C1=CC=CC=C1)C)=O (3-(benzyloxy)-1-methyl-5-(4-phenylpyrimidin-2-yl)pyridin-2(1H)-one), C(C)S (ethanethiol), B(F)(F)F.CCOCC (BF3.OEt2). The solvent is CO (MeOH). Reaction conditions: time 18 hour. The product is OC=1C(N(C=C(C1)C1=NC=CC(=N1)C1=CC=CC=C1)C)=O (3-hydroxy-1-methyl-5-(4-phenylpyrimidin-2-yl)pyridin-2(1H)-one). Isolated yield 45.9%. Reaction SMILES: C([O:8][C:9]1[C:10](=[O:28])[N:11]([CH3:27])[CH:12]=[C:13]([C:15]2[N:20]=[C:19]([C:21]3[CH:26]=[CH:25][CH:24]=[CH:23][CH:22]=3)[CH:18]=[CH:17][N:16]=2)[CH:14]=1)C1C=CC=CC=1.C(S)C.B(F)(F)F.CCOCC>CO>[OH:8][C:9]1[C:10](=[O:28])[N:11]([CH3:27])[CH:12]=[C:13]([C:15]2[N:20]=[C:19]([C:21]3[CH:22]=[CH:23][CH:24]=[CH:25][CH:26]=3)[CH:18]=[CH:17][N:16]=2)[CH:14]=1 |f:2.3|. Reported procedure: To a solution of 3-(benzyloxy)-1-methyl-5-(4-phenylpyrimidin-2-yl)pyridin-2(1H)-one (21 mg, 0.057 mmol) was added ethanethiol (31.8 mg, 0.512 mmol) followed by BF3.OEt2 (73 mg, 0.512 mmol). The resulting solution was stirred at room temperature for 18 h, diluted with MeOH and concentrated. Purification by preparative HPLC (5-50% CH3CN/H2O over 20 min, 0.05% added TFA) afforded 7.3 mg 3-hydroxy-1-methyl-5-(4-phenylpyrimidin-2-yl)pyridin-2(1H)-one (46%) as a light purple solid. 1H NMR (500 MHz, DM...